This data is from the Open Reaction Database (ORD), a public repository of structured organic reaction records. The task is: describe an organic reaction: reactants, conditions, products, and yield The reactants are C(C)(C)(C)OC(N(CCOCCNC(=O)C1=CC2=C(N(C(=N2)NC=2SC3=C(N2)C=CC(=C3)OC(F)(F)F)C)C=C1)C)=O (methyl-[2-(2-{[1-methyl-2-(6-trifluoromethoxy-benzothiazol-2-ylamino)-1H-benzoimidazole-5-carbonyl]-amino}-ethoxy)-ethyl]-carbamic acid tert-butyl ester), Cl (hydrogen chloride). The product is Cl.Cl.CNCCOCCNC(=O)C1=CC2=C(N(C(=N2)NC=2SC3=C(N2)C=CC(=C3)OC(F)(F)F)C)C=C1 (1-Methyl-2-(6-trifluoromethoxy-benzothiazol-2-ylamino)-1H-benzoimidazole-5-carboxylic acid [2-(2-methylamino-ethoxy)-ethyl]-amide dihydrochloride). RXN SMILES: C(O[C:6](=O)[N:7](C)[CH2:8][CH2:9][O:10][CH2:11][CH2:12][NH:13][C:14]([C:16]1[CH:40]=[CH:39][C:19]2[N:20]([CH3:38])[C:21]([NH:23][C:24]3[S:25][C:26]4[CH:32]=[C:31]([O:33][C:34]([F:37])([F:36])[F:35])[CH:30]=[CH:29][C:27]=4[N:28]=3)=[N:22][C:18]=2[CH:17]=1)=[O:15])(C)(C)C.[ClH:43]>>[ClH:43].[ClH:43].[CH3:6][NH:7][CH2:8][CH2:9][O:10][CH2:11][CH2:12][NH:13][C:14]([C:16]1[CH:40]=[CH:39][C:19]2[N:20]([CH3:38])[C:21]([NH:23][C:24]3[S:25][C:26]4[CH:32]=[C:31]([O:33][C:34]([F:37])([F:35])[F:36])[CH:30]=[CH:29][C:27]=4[N:28]=3)=[N:22][C:18]=2[CH:17]=1)=[O:15] |f:2.3.4|. Reported procedure: 1-Methyl-2-(6-trifluoromethoxy-benzothiazol-2-ylamino)-1H-benzoimidazole-5-carboxylic acid [2-(2-methylamino-ethoxy)-ethyl]-amide dihydrochloride (53 mg) was prepared by following General Procedure L using methyl-[2-(2-{[1-methyl-2-(6-trifluoromethoxy-benzothiazol-2-ylamino)-1H-benzoimidazole-5-carbonyl]-amino}-ethoxy)-ethyl]-carbamic acid tert-butyl ester (60 mg) and hydrogen chloride (250 uL, 4.0 M solution in 1,4-dioxane). LC/MS: m/z 509.0. Starting materials: CI, CO, COC(=O)C(Cc1ccc2nc(-c3c(Cl)cccc3Cl)ccc2c1)NCc1c(Cl)cccc1Cl, [Na+], O=C([O-])O. Yields the product COC(=O)C(Cc1ccc2nc(-c3c(Cl)cccc3Cl)ccc2c1)N(C)Cc1c(Cl)cccc1Cl. RXN SMILES: [CH3:40][I:41].[CH3:42][OH:43].[Cl:1][c:2]1[c:3]([CH2:4][NH:5][CH:6]([C:7](=[O:8])[O:9][CH3:10])[CH2:11][c:12]2[cH:13][c:14]3[cH:15][cH:16][c:17](-[c:22]4[c:23]([Cl:29])[cH:24][cH:25][cH:26][c:27]4[Cl:28])[n:18][c:19]3[cH:20][cH:21]2)[c:30]([Cl:34])[cH:31][cH:32][cH:33]1.[Na+:39].[O-:35][C:36]([OH:37])=[O:38]>>[Cl:1][c:2]1[c:3]([CH2:4][N:5]([CH:6]([C:7](=[O:8])[O:9][CH3:10])[CH2:11][c:12]2[cH:13][c:14]3[cH:15][cH:16][c:17](-[c:22]4[c:23]([Cl:29])[cH:24][cH:25][cH:26][c:27]4[Cl:28])[n:18][c:19]3[cH:20][cH:21]2)[CH3:36])[c:30]([Cl:34])[cH:31][cH:32][cH:33]1. Starting materials: O (water), ClC1=NC=NC(=C1C(=O)OCC)C (ethyl 4-chloro-6-methylpyrimidine-5-carboxylate), ClC1=C(N)C=C(C(=C1)OC)OCC1=C(C(=CC=C1OC)F)F (2-chloro-5-(2,3-difluoro-6-methoxybenzyloxy)-4-methoxyaniline), C(C)(C)N(C(C)C)CC (N,N-diisopropylethylamine). Solvent: C(C)#N (acetonitrile). Conditions: time 40 minute. Product: ClC1=C(C=C(C(=C1)OC)OCC1=C(C(=CC=C1OC)F)F)NC1=NC=NC(=C1C(=O)OCC)C (ethyl 4-[2-chloro-5-(2,3-difluoro-6-methoxybenzyloxy)-4-methoxyphenylamino]-6-methylpyrimidine-5-carboxylate). Isolated yield 96.7%. RXN SMILES: Cl[C:2]1[C:7]([C:8]([O:10][CH2:11][CH3:12])=[O:9])=[C:6]([CH3:13])[N:5]=[CH:4][N:3]=1.[Cl:14][C:15]1[CH:21]=[C:20]([O:22][CH3:23])[C:19]([O:24][CH2:25][C:26]2[C:31]([O:32][CH3:33])=[CH:30][CH:29]=[C:28]([F:34])[C:27]=2[F:35])=[CH:18][C:16]=1[NH2:17].C(N(CC)C(C)C)(C)C.O>C(#N)C>[Cl:14][C:15]1[CH:21]=[C:20]([O:22][CH3:23])[C:19]([O:24][CH2:25][C:26]2[C:31]([O:32][CH3:33])=[CH:30][CH:29]=[C:28]([F:34])[C:27]=2[F:35])=[CH:18][C:16]=1[NH:17][C:2]1[C:7]([C:8]([O:10][CH2:11][CH3:12])=[O:9])=[C:6]([CH3:13])[N:5]=[CH:4][N:3]=1. Procedure: A solution of ethyl 4-chloro-6-methylpyrimidine-5-carboxylate (0.3 g), 2-chloro-5-(2,3-difluoro-6-methoxybenzyloxy)-4-methoxyaniline (0.49 g) and N,N-diisopropylethylamine (0.26 mL) in acetonitrile (4.5 mL) was stirred at 130° C. in a reaction vessel equipped with a reflux condenser for 1 day. To the reaction mixture was added water (3 mL), and the resulting mixture was stirred at room temperature for 40 minutes. The insoluble material was collected by filtration. The collected material was wash... Starting materials: CCO, CCCCCCCCCCCCCCOc1ccc(CC(=O)OC)cc1Cl, Cl, [K+], [OH-], O. The product is CCCCCCCCCCCCCCOc1ccc(CC(=O)O)cc1Cl. RXN SMILES: [CH2:32]([OH:33])[CH3:34].[CH3:1][O:2][C:3]([CH2:4][c:5]1[cH:6][c:7]([Cl:26])[c:8]([O:11][CH2:12][CH2:13][CH2:14][CH2:15][CH2:16][CH2:17][CH2:18][CH2:19][CH2:20][CH2:21][CH2:22][CH2:23][CH2:24][CH3:25])[cH:9][cH:10]1)=[O:27].[ClH:31].[K+:29].[OH-:28].[OH2:30]>>[O:2]=[C:3]([CH2:4][c:5]1[cH:6][c:7]([Cl:26])[c:8]([O:11][CH2:12][CH2:13][CH2:14][CH2:15][CH2:16][CH2:17][CH2:18][CH2:19][CH2:20][CH2:21][CH2:22][CH2:23][CH2:24][CH3:25])[cH:9][cH:10]1)[OH:27].